This data is from the Open Reaction Database (ORD), a public repository of structured organic reaction records. The task is: describe an organic reaction: reactants, conditions, products, and yield Starting materials: Brc1cccc(-c2nc(-c3cccnc3)no2)n1, CCCC[Sn](Cl)(CCCC)CCCC, CC#N, CCCCCCC, O=C(C=Cc1ccccc1)C=Cc1ccccc1, O=C(C=Cc1ccccc1)C=Cc1ccccc1, O=C(C=Cc1ccccc1)C=Cc1ccccc1, N#C[K], [Pd], [Pd]. The product is N#Cc1cccc(-c2nc(-c3cccnc3)no2)n1. As a reaction SMILES: [Br:1][c:2]1[n:3][c:4](-[c:8]2[n:9][c:10](-[c:13]3[cH:14][n:15][cH:16][cH:17][cH:18]3)[n:11][o:12]2)[cH:5][cH:6][cH:7]1.[CH2:22]([Sn:23]([Cl:24])([CH2:25][CH2:26][CH2:27][CH3:28])[CH2:29][CH2:30][CH2:31][CH3:32])[CH2:33][CH2:34][CH3:35].[CH3:36][C:37]#[N:38].[CH3:39][CH2:40][CH2:41][CH2:42][CH2:43][CH2:44][CH3:45].[CH:46](=[CH:47][C:48]([CH:49]=[CH:50][c:51]1[cH:52][cH:53][cH:54][cH:55][cH:56]1)=[O:57])[c:58]1[cH:59][cH:60][cH:61][cH:62][cH:63]1.[CH:64](=[CH:65][C:66]([CH:67]=[CH:68][c:69]1[cH:70][cH:71][cH:72][cH:73][cH:74]1)=[O:75])[c:76]1[cH:77][cH:78][cH:79][cH:80][cH:81]1.[CH:82](=[CH:83][C:84]([CH:85]=[CH:86][c:87]1[cH:88][cH:89][cH:90][cH:91][cH:92]1)=[O:93])[c:94]1[cH:95][cH:96][cH:97][cH:98][cH:99]1.[K:19][C:20]#[N:21].[Pd:100].[Pd:101]>>[c:2]1([C:20]#[N:21])[n:3][c:4](-[c:8]2[n:9][c:10](-[c:13]3[cH:14][n:15][cH:16][cH:17][cH:18]3)[n:11][o:12]2)[cH:5][cH:6][cH:7]1. Starting materials: ClC1=CC=C(C=C1)C1=NC=2N(C=C1)N=CC2C(=O)O (5-(4-chloro-phenyl)-pyrazolo[1,5-a]pyrimidine-3-carboxylic acid), CS(=O)(=O)C=1C=C(C=CC1)N (3-methanesulfonyl-phenylamine). Yields the product CS(=O)(=O)C=1C=C(C=CC1)NC(=O)C=1C=NN2C1N=C(C=C2)C2=CC=C(C=C2)Cl (5-(4-Chloro-phenyl)-pyrazolo[1,5-a]pyrimidine-3-carboxylic acid(3-methanesulfonyl-phenyl)-amide). RXN SMILES: [Cl:1][C:2]1[CH:7]=[CH:6][C:5]([C:8]2[CH:13]=[CH:12][N:11]3[N:14]=[CH:15][C:16]([C:17]([OH:19])=O)=[C:10]3[N:9]=2)=[CH:4][CH:3]=1.[CH3:20][S:21]([C:24]1[CH:25]=[C:26]([NH2:30])[CH:27]=[CH:28][CH:29]=1)(=[O:23])=[O:22]>>[CH3:20][S:21]([C:24]1[CH:25]=[C:26]([NH:30][C:17]([C:16]2[CH:15]=[N:14][N:11]3[CH:12]=[CH:13][C:8]([C:5]4[CH:4]=[CH:3][C:2]([Cl:1])=[CH:7][CH:6]=4)=[N:9][C:10]=23)=[O:19])[CH:27]=[CH:28][CH:29]=1)(=[O:22])=[O:23]. Procedure details: The title compound was prepared from 5-(4-chloro-phenyl)-pyrazolo[1,5-a]pyrimidine-3-carboxylic acid (example C.22) and 3-methanesulfonyl-phenylamine according to general procedure II. Pale-yellow solid. MS (ISP) 427.4 [(M+H)+]; mp 258-260° C. The reactants are OCCBr, O=c1c(Oc2ccc(Br)cc2)c(N2CCNCC2)cnn1-c1ccc(Cl)cc1, O=C([O-])[O-], C1COCCO1, ClCCl, [I-], [K+], [K+], [K+]. Product: O=c1c(Oc2ccc(Br)cc2)c(N2CCN(CCO)CC2)cnn1-c1ccc(Cl)cc1. Reaction SMILES: [Br:1][CH2:2][CH2:3][OH:4].[Br:5][c:6]1[cH:7][cH:8][c:9]([O:10][c:11]2[c:12](=[O:30])[n:13](-[c:23]3[cH:24][cH:25][c:26]([Cl:29])[cH:27][cH:28]3)[n:14][cH:15][c:16]2[N:17]2[CH2:18][CH2:19][NH:20][CH2:21][CH2:22]2)[cH:31][cH:32]1.[C:35](=[O:36])([O-:37])[O-:38].[CH2:41]1[O:42][CH2:43][CH2:44][O:45][CH2:46]1.[Cl:47][CH2:48][Cl:49].[I-:34].[K+:33].[K+:39].[K+:40]>>[CH2:2]([CH2:3][OH:4])[N:20]1[CH2:19][CH2:18][N:17]([c:16]2[c:11]([O:10][c:9]3[cH:8][cH:7][c:6]([Br:5])[cH:32][cH:31]3)[c:12](=[O:30])[n:13](-[c:23]3[cH:24][cH:25][c:26]([Cl:29])[cH:27][cH:28]3)[n:14][cH:15]2)[CH2:22][CH2:21]1. The reactants are C[Si](C)(C)CCOCCl, Cc1nc[nH]c1CO, CCOC(C)=O, CCN(C(C)C)C(C)C, CN(C)C=O, O. Product: Cc1c(CO)ncn1COCC[Si](C)(C)C. Reaction SMILES: [CH3:18][Si:19]([CH2:20][CH2:21][O:22][CH2:23][Cl:24])([CH3:25])[CH3:26].[CH3:1][c:2]1[n:3][cH:4][nH:5][c:6]1[CH2:7][OH:8].[CH3:33][CH2:34][O:35][C:36]([CH3:37])=[O:38].[CH:9]([N:10]([CH2:11][CH3:12])[CH:13]([CH3:14])[CH3:15])([CH3:16])[CH3:17].[O:27]=[CH:28][N:29]([CH3:30])[CH3:31].[OH2:32]>>[CH3:1][c:2]1[n:3]([CH2:23][O:22][CH2:21][CH2:20][Si:19]([CH3:18])([CH3:25])[CH3:26])[cH:4][n:5][c:6]1[CH2:7][OH:8]. Procedure: A biphasic solution of 6-acetyl-4-chloro-3-methyl-2-nitrophenyl trifluoromethanesulfonate (3.0 g, 8.3 mmol), (3-fluorophenyl)boronic acid (1.7 g, 12 mmol) in toluene (80 mL) and saturated sodium bicarbonate in water (80 mL) was bubbled with N2 to degas. After tetrakis(triphenylphosphine)palladium(0) (0.48 g, 0.42 mmol) was added, the mixture was bubbled with N2 for 5 min. more and heated at 80° C. for 2 hours. After cooling to r.t., the mixture was diluted with ethyl acetate. The layers were sep... The solvent is C1(=CC=CC=C1)C (toluene), C([O-])(O)=O.[Na+] (sodium bicarbonate), O (water). As a reaction SMILES: FC(F)(F)S(O[C:7]1[C:12]([C:13](=[O:15])[CH3:14])=[CH:11][C:10]([Cl:16])=[C:9]([CH3:17])[C:8]=1[N+:18]([O-:20])=[O:19])(=O)=O.[F:23][C:24]1[CH:25]=[C:26](B(O)O)[CH:27]=[CH:28][CH:29]=1.N#N>C1(C)C=CC=CC=1.C(=O)(O)[O-].[Na+].O.C1C=CC([P]([Pd]([P](C2C=CC=CC=2)(C2C=CC=CC=2)C2C=CC=CC=2)([P](C2C=CC=CC=2)(C2C=CC=CC=2)C2C=CC=CC=2)[P](C2C=CC=CC=2)(C2C=CC=CC=2)C2C=CC=CC=2)(C2C=CC=CC=2)C2C=CC=CC=2)=CC=1>[Cl:16][C:10]1[C:9]([CH3:17])=[C:8]([N+:18]([O-:20])=[O:19])[C:7]([C:28]2[CH:27]=[CH:26][CH:25]=[C:24]([F:23])[CH:29]=2)=[C:12]([C:13](=[O:15])[CH3:14])[CH:11]=1 |f:4.5,^1:51,53,72,91|. The reagents and catalysts are C=1C=CC(=CC1)[P](C=2C=CC=CC2)(C=3C=CC=CC3)[Pd]([P](C=4C=CC=CC4)(C=5C=CC=CC5)C=6C=CC=CC6)([P](C=7C=CC=CC7)(C=8C=CC=CC8)C=9C=CC=CC9)[P](C=1C=CC=CC1)(C=1C=CC=CC1)C=1C=CC=CC1 (tetrakis(triphenylphosphine)palladium(0)). Conditions: temperature 80 celsius. The reactants are FC(S(=O)(=O)OC1=C(C(=C(C=C1C(C)=O)Cl)C)[N+](=O)[O-])(F)F (6-acetyl-4-chloro-3-methyl-2-nitrophenyl trifluoromethanesulfonate), FC=1C=C(C=CC1)B(O)O ((3-fluorophenyl)boronic acid), N#N (N2). Yield: 92.0%. Yields the product ClC1=CC(=C(C(=C1C)[N+](=O)[O-])C1=CC(=CC=C1)F)C(C)=O (1-(4-Chloro-3′-fluoro-5-methyl-6-nitrobiphenyl-2-yl)ethanone). Reactants: ClCCl, OC(c1ccccc1)c1ccccc1, C=CC(=O)O. Product: c1ccc(Cc2ccccc2)cc1. Reaction SMILES: [CH2:20]([Cl:21])[Cl:22].[CH:1]([c:2]1[cH:3][cH:4][cH:5][cH:6][cH:7]1)([c:8]1[cH:9][cH:10][cH:11][cH:12][cH:13]1)[OH:14].[OH:15][C:16]([CH:17]=[CH2:18])=[O:19]>>[CH2:1]([c:2]1[cH:3][cH:4][cH:5][cH:6][cH:7]1)[c:8]1[cH:9][cH:10][cH:11][cH:12][cH:13]1. Starting materials: BrC=1C=CC(=C(C1)C(F)(F)F)Cl (5-bromo-2-chlorobenzotrifluoride), C(C(C)C)=O (isobutyraldehyde). Yields the product ClC1=C(C=C(C=C1)C(C(C)C)O)C(F)(F)F (1-(4-chloro-3-trifluoromethyl-phenyl)-2-methyl-propan-1-ol). As a reaction SMILES: Br[C:2]1[CH:3]=[CH:4][C:5]([Cl:12])=[C:6]([C:8]([F:11])([F:10])[F:9])[CH:7]=1.[CH:13](=[O:17])[CH:14]([CH3:16])[CH3:15]>>[Cl:12][C:5]1[CH:4]=[CH:3][C:2]([CH:13]([OH:17])[CH:14]([CH3:16])[CH3:15])=[CH:7][C:6]=1[C:8]([F:11])([F:10])[F:9]. Procedure details: Prepared analogously to the method described for Example 1a) from 2.3 mL (15 mmol) of 5-bromo-2-chlorobenzotrifluoride and 1.3 mL (14 mmol) isobutyraldehyde. Yellow oil. Yield: 2.0 g (53%).